From a dataset of the Open Reaction Database (ORD), a public repository of structured organic reaction records. describe an organic reaction: reactants, conditions, products, and yield The reactants are [O-]S(=O)(=S)[O-].[Na+].[Na+] (Na2S2O3), FC1=CC=C2C=CN(C2=C1)S(=O)(=O)C1=CC=CC=C1 (6-fluoro-1-(phenylsulfonyl)-1H-indole), FC1=CC=C2C=CN(C2=C1)S(=O)(=O)C1=CC=CC=C1 (6-fluoro-1-(phenylsulfonyl)-1H-indole), BrBr (bromine). The solvent is C(Cl)Cl (DCM), C(Cl)Cl (DCM). Conditions: temperature 0 celsius, time 0.5 hour. Product: BrC1=CN(C2=CC(=CC=C12)F)S(=O)(=O)C1=CC=CC=C1 (3-bromo-6-fluoro-1-(phenylsulfonyl)-1H-indole). The yield is 98.8%. As a reaction SMILES: [F:1][C:2]1[CH:10]=[C:9]2[C:5]([CH:6]=[CH:7][N:8]2[S:11]([C:14]2[CH:19]=[CH:18][CH:17]=[CH:16][CH:15]=2)(=[O:13])=[O:12])=[CH:4][CH:3]=1.[Br:20]Br.[O-]S([O-])(=S)=O.[Na+].[Na+]>C(Cl)Cl>[Br:20][C:6]1[C:5]2[C:9](=[CH:10][C:2]([F:1])=[CH:3][CH:4]=2)[N:8]([S:11]([C:14]2[CH:19]=[CH:18][CH:17]=[CH:16][CH:15]=2)(=[O:13])=[O:12])[CH:7]=1 |f:2.3.4|. Procedure: To a solution of 6-fluoro-1-(phenylsulfonyl)-1H-indole (Intermediate 1; 1.0 g; 3.6 mmol) in DCM (20 mL) at 0° C. was added a solution of bromine (0.64 g; 4.0 mmol) in DCM (20 mL) dropwise. The mixture was stirred at 0° C. for 0.5 h, then added saturated aqueous Na2S2O3 (10 mL), and stirred at r.t. for 10 minute. The organic layer was separated and the aqueous layer was extracted with DCM (10 mL×2). The combined organic layers were washed with saturated aqueous NaHCO3 (20 mL×2), water (20 mL×2), ... Reactants: CC(=O)c1cc(Br)ccc1O, C1CCNC1, CC1CCCC(=O)C1, CO. The product is CC1CCCC2(CC(=O)c3cc(Br)ccc3O2)C1. Reaction SMILES: [Br:1][c:2]1[cH:3][cH:4][c:5]([OH:11])[c:6]([C:8]([CH3:9])=[O:10])[cH:7]1.[CH2:20]1[CH2:21][NH:22][CH2:23][CH2:24]1.[CH3:12][CH:13]1[CH2:14][C:15](=[O:19])[CH2:16][CH2:17][CH2:18]1.[CH3:25][OH:26]>>[Br:1][c:2]1[cH:3][cH:4][c:5]2[c:6]([cH:7]1)[C:8](=[O:10])[CH2:9][C:15]1([O:11]2)[CH2:14][CH:13]([CH3:12])[CH2:18][CH2:17][CH2:16]1.